describe an organic reaction: reactants, conditions, products, and yield From a dataset of the Open Reaction Database (ORD), a public repository of structured organic reaction records. Starting materials: ClC1=CC=CC=2N(N=NC21)C2CCCCC2 (4-chloro-1-cyclohexylbenzotriazole), CC1=NC(=CC(=C1)C)C (2,4,6-trimethyl pyridine), Cl (hydrochloric acid), C[O-].[Na+] (sodium methoxide), cuprous iodide. The solvent is CO (methanol). Yields the product COC1=CC=CC=2N(N=NC21)C2CCCCC2 (4-Methoxy-1-cyclohexyl-1H-benzotriazole). As a reaction SMILES: Cl[C:2]1[C:10]2[N:9]=[N:8][N:7]([CH:11]3[CH2:16][CH2:15][CH2:14][CH2:13][CH2:12]3)[C:6]=2[CH:5]=[CH:4][CH:3]=1.[CH3:17][O-:18].[Na+].CC1C=C(C)C=C(C)N=1.Cl>CO>[CH3:17][O:18][C:2]1[C:10]2[N:9]=[N:8][N:7]([CH:11]3[CH2:16][CH2:15][CH2:14][CH2:13][CH2:12]3)[C:6]=2[CH:5]=[CH:4][CH:3]=1 |f:1.2|. Reported procedure: A slurry of 1.5 g. of 4-chloro-1-cyclohexylbenzotriazole, 15 g. of sodium methoxide, 10 g. cuprous iodide in 50 ml. of 2,4,6-trimethyl pyridine and 10 ml. of methanol is heated to the reflux temperature for 26 hours. The reaction is cooled and poured into 150 ml. of 10% hydrochloric acid. The product is extracted with ethyl ether and on evaporation of the solvent, 0.5 g. of an oil was obtained which solidified on standing. Recrystallized the crude product from ethyl ether, m.p. 118°-120° C. The ... Reactants: ClC1CC(=C(C1=O)C1=C(C=C(C=C1CC)C)CC)OC (5-chloro-2-(2,6-diethyl-4-methylphenyl)-3-methoxycyclopent-2-enone), N12CCCCCC2=NCCC1 (1,8-diazabicyclo[5.4.0]undec-7-ene), O1C=CC=C1 (furan), O1C=CC=C1 (furan). Reaction conditions: time 30 minute. Yields the product C(C)C1=C(C(=CC(=C1)C)CC)C=1C(C2C3C=CC(C2C1OC)O3)=O ((1RS,2RS,6SR,7SR)-4-(2,6-diethyl-4-methylphenyl)-5-methoxy-10-oxa-tricyclo[5.2.1.02,6]deca-4,8-dien-3-one). RXN SMILES: Cl[CH:2]1[C:6](=[O:7])[C:5]([C:8]2[C:13]([CH2:14][CH3:15])=[CH:12][C:11]([CH3:16])=[CH:10][C:9]=2[CH2:17][CH3:18])=[C:4]([O:19][CH3:20])[CH2:3]1.N12CCCN=C1CCCCC2.[O:32]1[CH:36]=[CH:35][CH:34]=[CH:33]1>>[CH2:14]([C:13]1[CH:12]=[C:11]([CH3:16])[CH:10]=[C:9]([CH2:17][CH3:18])[C:8]=1[C:5]1[C:6](=[O:7])[CH:2]2[CH:3]([C:4]=1[O:19][CH3:20])[CH:36]1[O:32][CH:33]2[CH:34]=[CH:35]1)[CH3:15]. Procedure details: To a stirred solution of 5-chloro-2-(2,6-diethyl-4-methylphenyl)-3-methoxycyclopent-2-enone (0.530 g, 1.81 mmol) in furan (40 ml) at room temperature is added by syringe pump over two hours a solution of 1,8-diazabicyclo[5.4.0]undec-7-ene (0.540 ml, 3.62 mmol) in furan (10 ml). The reaction is stirred at room temperature for a further 30 minutes and then evaporated to dryness under reduced pressure. The residue is diluted with water (50 ml), 2 M aqueous hydrochloric acid (25 ml) is added and the...